Dataset: the Open Reaction Database (ORD), a public repository of structured organic reaction records. Task: describe an organic reaction: reactants, conditions, products, and yield Reactants: ClC1=CC=C(C=C1)C1=CC=C(C=C1)C(=O)O (4'-chlorobiphenyl-4-carboxylic acid), N,N'-carbonyl-diimidazole, CN(C)C=O (DMF), C1(=CC=CC=C1)N1CC1 (phenyl-aziridine), CN(C)C=O (DMF). Product: ClC1=CC=C(C=C1)C1=CC=C(C=C1)C(=O)N1[C@@H](C1)C1=CC=CC=C1 (N-(4'-Chlorobiphenyl-4-carbonyl)-2(R)-phenyl-aziridine). As a reaction SMILES: [Cl:1][C:2]1[CH:7]=[CH:6][C:5]([C:8]2[CH:13]=[CH:12][C:11]([C:14]([OH:16])=O)=[CH:10][CH:9]=2)=[CH:4][CH:3]=1.[C:17]1(N2CC2)[CH:22]=[CH:21][CH:20]=[CH:19][CH:18]=1.[CH3:26][N:27]([CH:29]=O)C>>[Cl:1][C:2]1[CH:3]=[CH:4][C:5]([C:8]2[CH:9]=[CH:10][C:11]([C:14]([N:27]3[CH2:29][C@H:26]3[C:17]3[CH:18]=[CH:19][CH:20]=[CH:21][CH:22]=3)=[O:16])=[CH:12][CH:13]=2)=[CH:6][CH:7]=1. Reported procedure: To a solution of 0.232 g of 4'-chlorobiphenyl-4-carboxylic acid in 3 ml of dry DMF, 0.18 g of N,N'-carbonyl-diimidazole are added with stirring at room temperature under argon atmosphere. After one hour a solution of 0.12 g of phenyl-aziridine in 0.5 ml of dry DMF is added dropwise. The reaction mixture is stirred for 21 hours and thereafter worked up as described in example 1. The compound is obtained as a pale yellow oil and used without purification in the next step. Starting materials: O=C([O-])C(O)C(O)C(=O)[O-], CC(C)C[Al+]CC(C)C, Cc1ccccc1, CC(C)O, [H-], [K+], [Na+], N#CC1(c2ccc3ncsc3c2)CC1. Product: O=CC1(c2ccc3ncsc3c2)CC1. As a reaction SMILES: [C:29]([CH:30]([CH:31]([C:32]([O-:33])=[O:34])[OH:35])[OH:36])([O-:37])=[O:38].[CH2:2]([Al+:3][CH2:4][CH:5]([CH3:6])[CH3:7])[CH:8]([CH3:9])[CH3:10].[CH3:41][c:42]1[cH:43][cH:44][cH:45][cH:46][cH:47]1.[CH:25]([CH3:26])([CH3:27])[OH:28].[H-:1].[K+:40].[Na+:39].[s:11]1[cH:12][n:13][c:14]2[c:15]1[cH:16][c:17]([C:20]1([C:23]#[N:24])[CH2:21][CH2:22]1)[cH:18][cH:19]2>>[s:11]1[cH:12][n:13][c:14]2[c:15]1[cH:16][c:17]([C:20]1([CH:23]=[O:28])[CH2:21][CH2:22]1)[cH:18][cH:19]2. Reactants: C(#N)C1(CCN(CC1)CC(=O)N)C1=CC=C(C=C1)[N+](=O)[O-] (2-[4-Cyano-4-(4-nitro-phenyl)-piperidin-1-yl]-acetamide). Reagents/catalysts: [Pt] (Platinum on Carbon). The solvent is CO (Methanol), C(Cl)Cl (DCM). Product: NC1=CC=C(C=C1)C1(CCN(CC1)CC(=O)N)C#N (2-[4-(4-Amino-phenyl)-4-cyano-piperidin-1-yl]-acetamide). Isolated yield 98.9%. As a reaction SMILES: [C:1]([C:3]1([C:13]2[CH:18]=[CH:17][C:16]([N+:19]([O-])=O)=[CH:15][CH:14]=2)[CH2:8][CH2:7][N:6]([CH2:9][C:10]([NH2:12])=[O:11])[CH2:5][CH2:4]1)#[N:2]>[Pt].CO.C(Cl)Cl>[NH2:19][C:16]1[CH:15]=[CH:14][C:13]([C:3]2([C:1]#[N:2])[CH2:4][CH2:5][N:6]([CH2:9][C:10]([NH2:12])=[O:11])[CH2:7][CH2:8]2)=[CH:18][CH:17]=1. Procedure: 2-[4-Cyano-4-(4-nitro-phenyl)-piperidin-1-yl]-acetamide (0.644 g, 2.23 mmol) was shaken over 5% Platinum on Carbon, Sulfided (0.5%) (94 mg, 0.024 mmol) in Methanol (10.0 mL) under an atmosphere of Hydrogen (40 psi) for 5 h. The precipitate was solubilized in DCM and then filtered to remove catalyst, washing with DCM. Conc. in vacuo to give 2-[4-(4-Amino-phenyl)-4-cyano-piperidin-1-yl]-acetamide (0.570 g; Yield=98.8) as an off white solid. 1H-NMR (DMSO-d6): 7.29 (s, 1H), 7.14 (m, 3H), 6.58 (d, 2H... Solvent: O1CCCC1 (tetrahydrofuran). Yield: 98.4%. Reactants: O (Water), [BH4-].[Li+] (Lithium borohydride), C(C)(=O)N1CCC(CC1)OC(C(=O)OCC)C1=CC=CC=C1 (α-(N-acetyl-4-piperidinoxy) phenylacetic acid, ethyl ester), [H][H] (hydrogen). Product: C(C)(=O)N1CCC(CC1)OC(CO)C1=CC=CC=C1 (N-acetyl-4-(2-hydroxy-1-phenyl-ethoxy) piperidine). Reaction SMILES: [BH4-].[Li+].[C:3]([N:6]1[CH2:11][CH2:10][CH:9]([O:12][CH:13]([C:19]2[CH:24]=[CH:23][CH:22]=[CH:21][CH:20]=2)[C:14](OCC)=[O:15])[CH2:8][CH2:7]1)(=[O:5])[CH3:4].[H][H].O>O1CCCC1>[C:3]([N:6]1[CH2:11][CH2:10][CH:9]([O:12][CH:13]([C:19]2[CH:24]=[CH:23][CH:22]=[CH:21][CH:20]=2)[CH2:14][OH:15])[CH2:8][CH2:7]1)(=[O:5])[CH3:4] |f:0.1|. Procedure details: Lithium borohydride (3.24 g.) was added portionwise to a solution of α-(N-acetyl-4-piperidinoxy) phenylacetic acid, ethyl ester (11.2 g.) in dry tetrahydrofuran (200 ml.). When the hydrogen evolution had subsided the reaction mixture was heated under reflux for 4 hours. Water was added to the cooled solution, the solvent evaporated in vacuo, then the residue taken up in chloroform (200 ml.) and washed with dilute hydrochloric acid, water and brine. The chloroform extract was dried (MgSO4) and th...